Dataset: the Open Reaction Database (ORD), a public repository of structured organic reaction records. Task: describe an organic reaction: reactants, conditions, products, and yield The reactants are C1(CCCCCC=CCCCCCCCC1)=O (7-Cyclohexadecen-1-one), C1(CCCCCCC(CCCCCCCC1)=O)=O (1,8-cyclo-hexadecanedione), C1(CCCCCC=CCCCCCCCC1)=O (7-cyclohexadecen-1-one). Reaction SMILES: [C:1]1(=[O:17])[CH2:16][CH2:15][CH2:14][CH2:13][CH2:12][CH2:11][CH2:10][CH2:9][CH:8]=[CH:7][CH2:6][CH2:5][CH2:4][CH2:3][CH2:2]1.C1(=O)CCCCCCCCC(=O)CCCCCC1>>[C:1]1(=[O:17])[CH2:16][CH2:15][CH2:14][CH2:13][CH2:12][CH2:11][CH2:10][CH:9]=[CH:8][CH2:7][CH2:6][CH2:5][CH2:4][CH2:3][CH2:2]1. The product is C1(CCCCCCC=CCCCCCCC1)=O (8-cyclohexadecen-1-one). Reported procedure: 7-Cyclohexadecen-1-one can be advantageously prepared from the known 1,8-cyclo-hexadecanedione by partial reduction and subsequent acid dehydration (a mixture of 7-cyclohexadecen-1-one and 8-cyclohexadecen-1-one is obtained). 8-Cyclohexadecen-1-one can be similarly obtained from the known 1,9-cyclohexadecanedione. A mixture of 1,8/1,9-cyclohexadecanediones can also be used and this is advantageous particularly for the preparation of the (E,Z)-7,8-cyclohexaden-1-one mixture. 1,8/1,9-cyclohexadeca... Run in C(C)O (ethanol). The product is O=C1CCCC2=C(C1)C=C(C=C2)CCC(=O)OCC (ethyl 3-(8-oxo-6,7,8,9-tetrahydro-5H-benzocyclohepten-2-yl)propionate). The yield is 77.1%. RXN SMILES: [O:1]=[C:2]1[CH2:8][C:7]2[CH:9]=[C:10](/[CH:13]=[CH:14]/[C:15]([O:17][CH2:18][CH3:19])=[O:16])[CH:11]=[CH:12][C:6]=2[CH2:5][CH2:4][CH2:3]1>C(O)C.[Pd]>[O:1]=[C:2]1[CH2:8][C:7]2[CH:9]=[C:10]([CH2:13][CH2:14][C:15]([O:17][CH2:18][CH3:19])=[O:16])[CH:11]=[CH:12][C:6]=2[CH2:5][CH2:4][CH2:3]1. Reagents/catalysts: [Pd] (palladium on carbon). Procedure: A solution of ethyl (E)-3-(8-oxo-6,7,8,9-tetrahydro-5H-benzocyclohepten-2-yl)acrylate (400 mg) in ethanol (8 ml) was hydrogenated over 10% palladium on carbon (24 mg). After removing the catalyst, the solution was evaporated in vacuo and the residue was purified by column chromatography on silica gel with a mixture of n-hexane and ethyl acetate (10:1) as an eluent to give ethyl 3-(8-oxo-6,7,8,9-tetrahydro-5H-benzocyclohepten-2-yl)propionate (311 mg). Reactants: O=C1CCCC2=C(C1)C=C(C=C2)/C=C/C(=O)OCC (ethyl (E)-3-(8-oxo-6,7,8,9-tetrahydro-5H-benzocyclohepten-2-yl)acrylate). Reactants: C(=O)([O-])[O-].[K+].[K+] (K2CO3), FC(C(=O)NC[C@@H]1[C@H]2CC(C[C@H]2CN1C(=O)C=1N=C(SC1C=1C=C(C=CC1)C)C)C)(F)F (2,2,2-trifluoro-N-[(1S,2S,5R)-3-(2-methyl-5-m-tolyl-thiazole-4-carbonyl)-7-methyl-3-aza-bicyclo[3.3.0]oct-2-ylmethyl]-acetamide), CCOCC (Ether). Solvent: CO (MeOH). Run at time 8 hour. Product: NC[C@@H]1[C@H]2CC(C[C@H]2CN1C(=O)C=1N=C(SC1C=1C=C(C=CC1)C)C)C ([(1S,2S,5R)-2-aminomethyl-7-methyl-3-aza-bicyclo[3.3.0]oct-3-yl]-(2-methyl-5-m-tolyl-thiazol-4-yl)-methanone). RXN SMILES: FC(F)(F)C([NH:5][CH2:6][C@H:7]1[N:14]([C:15]([C:17]2[N:18]=[C:19]([CH3:29])[S:20][C:21]=2[C:22]2[CH:23]=[C:24]([CH3:28])[CH:25]=[CH:26][CH:27]=2)=[O:16])[CH2:13][C@H:12]2[C@@H:8]1[CH2:9][CH:10]([CH3:30])[CH2:11]2)=O.C([O-])([O-])=O.[K+].[K+].CCOCC>CO>[NH2:5][CH2:6][C@H:7]1[N:14]([C:15]([C:17]2[N:18]=[C:19]([CH3:29])[S:20][C:21]=2[C:22]2[CH:23]=[C:24]([CH3:28])[CH:25]=[CH:26][CH:27]=2)=[O:16])[CH2:13][C@H:12]2[C@@H:8]1[CH2:9][CH:10]([CH3:30])[CH2:11]2 |f:1.2.3|. Reported procedure: 2,2,2-trifluoro-N-[(1S,2S,5R)-3-(2-methyl-5-m-tolyl-thiazole-4-carbonyl)-7-methyl-3-aza-bicyclo[3.3.0]oct-2-ylmethyl]-acetamide (1.96 g) was dissolved in MeOH (20 mL) and a sat. aq. K2CO3 solution was added (20 mL). The reaction mixture was stirred overnight at RT. Ether was added to the reaction mixture and the org. layer was extracted with aq. HCl (25%) and aq. HCl (1M). The org. phase was discarded and the aq. layers were basified with aq. 30% NaOH and then extracted with DCM. The combined or... Yields the product ClC1=C(C(=CC=C1)Cl)NC1=NC(=NC(=N1)Cl)Cl (N-(2,6-dichlorophenyl)-4,6-dichloro-1,3,5-triazin-2-amine). RXN SMILES: Cl[C:2]1[N:7]=[C:6]([Cl:8])[N:5]=[C:4]([Cl:9])[N:3]=1.[Cl:10][C:11]1[CH:16]=[CH:15][CH:14]=[C:13]([Cl:17])[C:12]=1[NH2:18].C([O-])([O-])=O.[K+].[K+]>O1CCOCC1>[Cl:10][C:11]1[CH:16]=[CH:15][CH:14]=[C:13]([Cl:17])[C:12]=1[NH:18][C:2]1[N:7]=[C:6]([Cl:8])[N:5]=[C:4]([Cl:9])[N:3]=1 |f:2.3.4|. Isolated yield 91.2%. Reported procedure: 2,4,6-trichloro-1,3,5-triazine (0.0266 mol) was added to 1,4-dioxane (50 ml) under Ar atmosphere. The solution was stirred until it became homogeneous, then 2,6-dichlorobenzenamine (0.0266 mol) and K2CO3 (0.0362 mol) were added. The reaction mixture was stirred at room temperature for 3 days. The solvent was evaporated. Water was added to the residue and the aqueous phase was extracted with CH2Cl2. The separated organic layer was washed with brine, dried with potassium carbonate, filtered and th... Starting materials: ClC1=C(C(=CC=C1)Cl)N (2,6-dichlorobenzenamine), C(=O)([O-])[O-].[K+].[K+] (K2CO3), ClC1=NC(=NC(=N1)Cl)Cl (2,4,6-trichloro-1,3,5-triazine). Solvent: O1CCOCC1 (1,4-dioxane). Starting materials: C1(=CC=CC=C1)C1=C(CCC=C1)C(=O)OCC (ethyl 2-phenylcyclohexa-1,3-dienecarboxylate). Reagents/catalysts: [Pd] (Pd/C). The solvent is C(C)(=O)O (acetic acid), O (water). The product is C1(=CC=CC=C1)C1=C(C(=O)OCC)C=CC=C1 (ethyl 2-phenylbenzoate). Isolated yield 79.4%. As a reaction SMILES: [C:1]1([C:7]2[CH:12]=[CH:11][CH2:10][CH2:9][C:8]=2[C:13]([O:15][CH2:16][CH3:17])=[O:14])[CH:6]=[CH:5][CH:4]=[CH:3][CH:2]=1>C(O)(=O)C.O.[Pd]>[C:1]1([C:7]2[CH:12]=[CH:11][CH:10]=[CH:9][C:8]=2[C:13]([O:15][CH2:16][CH3:17])=[O:14])[CH:2]=[CH:3][CH:4]=[CH:5][CH:6]=1. Procedure: A mixture of ethyl 2-phenylcyclohexa-1,3-dienecarboxylate(90 mg, 0.395 mmol) and 5%Pd/C(50 mg) in acetic acid(1.5 ml) and water(1.5 ml) was refluxed for 2 hr. The reaction mixture was filtrated and the solvent was evaporated under reduced pressure. Toluene was added to the residue and it was dried over MgSO4. After removal of the solvent, the residue was purified by column chromatography on silica gel with n-hexane-AcOEt to afford 71 mg of ethyl 2-phenylbenzoate(y=80.0%) as a pale yellow oil. 1H... Starting materials: C1CCNCC1, Cc1ccccc1, CN(C)C=O, O=C1C=C(O)C(c2ccc(N3CCOCC3)cc2)N1c1ccc2[nH]cnc2c1. Yields the product O=C1C=C(N2CCCCC2)C(c2ccc(N3CCOCC3)cc2)N1c1ccc2[nH]cnc2c1. RXN SMILES: [CH2:29]1[CH2:30][CH2:31][NH:32][CH2:33][CH2:34]1.[CH3:35][c:36]1[cH:37][cH:38][cH:39][cH:40][cH:41]1.[O:42]=[CH:43][N:44]([CH3:45])[CH3:46].[nH:1]1[cH:2][n:3][c:4]2[c:5]1[cH:6][cH:7][c:8]([N:10]1[C:11](=[O:28])[CH:12]=[C:13]([OH:27])[CH:14]1[c:15]1[cH:16][cH:17][c:18]([N:21]3[CH2:22][CH2:23][O:24][CH2:25][CH2:26]3)[cH:19][cH:20]1)[cH:9]2>>[nH:1]1[cH:2][n:3][c:4]2[c:5]1[cH:6][cH:7][c:8]([N:10]1[C:11](=[O:28])[CH:12]=[C:13]([N:32]3[CH2:31][CH2:30][CH2:29][CH2:34][CH2:33]3)[CH:14]1[c:15]1[cH:16][cH:17][c:18]([N:21]3[CH2:22][CH2:23][O:24][CH2:25][CH2:26]3)[cH:19][cH:20]1)[cH:9]2. Yields the product FC1=CC=C(C=N1)C1=CC=C(OCCN2CCOCC2)C=C1 (4-(2-(4-(6-fluoropyridin-3-yl)phenoxy)ethyl)morpholine). RXN SMILES: Br[C:2]1[CH:16]=[CH:15][C:5]([O:6][CH2:7][CH2:8][N:9]2[CH2:14][CH2:13][O:12][CH2:11][CH2:10]2)=[CH:4][CH:3]=1.B(O)(O)[C:18]1[CH:23]=[CH:22][C:21]([F:24])=[N:20][CH:19]=1>>[F:24][C:21]1[N:20]=[CH:19][C:18]([C:2]2[CH:16]=[CH:15][C:5]([O:6][CH2:7][CH2:8][N:9]3[CH2:14][CH2:13][O:12][CH2:11][CH2:10]3)=[CH:4][CH:3]=2)=[CH:23][CH:22]=1. Reactants: BrC1=CC=C(OCCN2CCOCC2)C=C1 (4-(2-(4-bromophenoxy)ethyl)morpholine), BrC1=CC=C(OCCN2CCOCC2)C=C1 (4-(2-(4-bromophenoxy)ethyl)morpholine), B(C1=CN=C(C=C1)F)(O)O (6-fluoropyridin-3-yl-3-boronic acid). Reported procedure: In one aspect, the invention relates to a process for preparing 2-(5-(4-(2-morpholinoethoxy)phenyl)pyridin-2-yl)-N-benzylacetamide comprising the steps of: reacting 4-(2-chloroethyl)morpholine with 4-bromophenol to yield 4-(2-(4-bromophenoxy)ethyl)morpholine; (2) coupling 4-(2-(4-bromophenoxy)ethyl)morpholine with 6-fluoropyridin-3-yl-3-boronic acid to yield 4-(2-(4-(6-fluoropyridin-3-yl)phenoxy)ethyl)morpholine; reacting 4-(2-(4-(6-fluoropyridin-3-yl)phenoxy)ethyl)morpholine with acetonitrile t...